Task: describe an organic reaction: reactants, conditions, products, and yield. Dataset: the Open Reaction Database (ORD), a public repository of structured organic reaction records Solvent: CO (methanol). RXN SMILES: C[O:2][C:3](=[O:22])/[CH:4]=[CH:5]/[CH:6]=[C:7](/[CH:16]1[CH2:21][CH2:20][CH2:19][CH2:18][CH2:17]1)\[C:8]1[CH:13]=[CH:12][C:11]([O:14][CH3:15])=[CH:10][CH:9]=1.[OH-].[Na+]>CO>[CH:16]1(/[C:7](/[C:8]2[CH:13]=[CH:12][C:11]([O:14][CH3:15])=[CH:10][CH:9]=2)=[CH:6]/[CH:5]=[CH:4]/[C:3]([OH:22])=[O:2])[CH2:21][CH2:20][CH2:19][CH2:18][CH2:17]1 |f:1.2|. Yields the product C1(CCCCC1)/C(=C/C=C/C(=O)O)/C1=CC=C(C=C1)OC ((2E,4Z)-5-cyclohexyl-5-(4-methoxyphenyl)-2,4-pentadienoic acid). Isolated yield 70.6%. Starting materials: [OH-].[Na+] (NaOH), COC(\C=C\C=C(/C1=CC=C(C=C1)OC)\C1CCCCC1)=O ((2E,4Z)-5-cyclohexyl-5-(4-methoxyphenyl)-2,4-pentadienoic acid methyl ester). Reported procedure: As described in Example 99, (2E,4Z)-5-cyclohexyl-5-(4-methoxyphenyl)-2,4-pentadienoic acid methyl ester (5.2 g) was saponified in a refluxing mixture of methanol (20 mL) and 2N NaOH (20 mL). After 2.5 hours the crude product was isolated in the usual way crystallized from 2-propanol-hexane to give 3.5 g of (2E,4Z)-5-cyclohexyl-5-(4-methoxyphenyl)-2,4-pentadienoic acid, mp 185°-186° C. The reactants are O=C([O-])[O-], CS(C)=O, Cc1cc2c(F)ccc(C#N)c2o1, [K+], [K+], O, OCCC1CCNCC1. Yields the product Cc1cc2c(N3CCC(CCO)CC3)ccc(C#N)c2o1. As a reaction SMILES: [C:23](=[O:24])([O-:25])[O-:26].[CH3:29][S:30]([CH3:31])=[O:32].[F:1][c:2]1[cH:3][cH:4][c:5]([C:12]#[N:13])[c:6]2[c:7]1[cH:8][c:9]([CH3:11])[o:10]2.[K+:27].[K+:28].[OH2:33].[OH:14][CH2:15][CH2:16][CH:17]1[CH2:18][CH2:19][NH:20][CH2:21][CH2:22]1>>[c:2]1([N:20]2[CH2:19][CH2:18][CH:17]([CH2:16][CH2:15][OH:14])[CH2:22][CH2:21]2)[cH:3][cH:4][c:5]([C:12]#[N:13])[c:6]2[c:7]1[cH:8][c:9]([CH3:11])[o:10]2.